Dataset: the Open Reaction Database (ORD), a public repository of structured organic reaction records. Task: describe an organic reaction: reactants, conditions, products, and yield Starting materials: [Si](C)(C)(C(C)(C)C)O[C@@H](CNCCC1=CC=C(C=C1)OCCC1=CC(=C(C=C1)O)[C@H](CCN(C(C)C)C(C)C)C1=CC=CC=C1)C1=CC(=C(C=C1)O)CO (4-[(1R)-1-{[tert-butyl(dimethyl)silyl]oxy}-2-({2-[4-(2-{3-[(1R)-3-(diisopropylamino)-1-phenylpropyl]-4-hydroxyphenyl}ethoxy)phenyl]ethyl}amino)ethyl]-2-(hydroxymethyl)phenol), C(O)([O-])=O.[Na+] (sodium hydrogen carbonate), O (water), [F-].[NH4+] (ammonium fluoride). The solvent is CO (methanol), C(C)(=O)OCC (ethyl acetate). Run at temperature 40 celsius, time 8 hour. Product: N (ammonia), C(C)(C)N(CC[C@H](C1=CC=CC=C1)C1=C(C=CC(=C1)CCOC1=CC=C(C=C1)CCNC[C@@H](C1=CC(=C(C=C1)O)CO)O)O)C(C)C (2-[(1R)-3-(diisopropylamino)-1-phenylpropyl]-4-(2-{4-[2-({(2R)-2-hydroxy-2-[4-hydroxy-3-(hydroxymethyl)phenyl]ethyl}amino)ethyl]phenoxy}ethyl)phenol). Reaction SMILES: [Si]([O:8][C@H:9]([C:46]1[CH:51]=[CH:50][C:49]([OH:52])=[C:48]([CH2:53][OH:54])[CH:47]=1)[CH2:10][NH:11][CH2:12][CH2:13][C:14]1[CH:19]=[CH:18][C:17]([O:20][CH2:21][CH2:22][C:23]2[CH:28]=[CH:27][C:26]([OH:29])=[C:25]([C@@H:30]([C:40]3[CH:45]=[CH:44][CH:43]=[CH:42][CH:41]=3)[CH2:31][CH2:32][N:33]([CH:37]([CH3:39])[CH3:38])[CH:34]([CH3:36])[CH3:35])[CH:24]=2)=[CH:16][CH:15]=1)(C(C)(C)C)(C)C.O.[F-].[NH4+].C(=O)([O-])O.[Na+]>CO.C(OCC)(=O)C>[NH3:11].[CH:37]([N:33]([CH:34]([CH3:36])[CH3:35])[CH2:32][CH2:31][C@@H:30]([C:25]1[CH:24]=[C:23]([CH2:22][CH2:21][O:20][C:17]2[CH:18]=[CH:19][C:14]([CH2:13][CH2:12][NH:11][CH2:10][C@H:9]([OH:8])[C:46]3[CH:51]=[CH:50][C:49]([OH:52])=[C:48]([CH2:53][OH:54])[CH:47]=3)=[CH:15][CH:16]=2)[CH:28]=[CH:27][C:26]=1[OH:29])[C:40]1[CH:41]=[CH:42][CH:43]=[CH:44][CH:45]=1)([CH3:38])[CH3:39] |f:2.3,4.5|. Procedure: 4-[(1R)-1-{[tert-butyl(dimethyl)silyl]oxy}-2-({2-[4-(2-{3-[(1R)-3-(diisopropylamino)-1-phenylpropyl]-4-hydroxyphenyl}ethoxy)phenyl]ethyl}amino)ethyl]-2-(hydroxymethyl)phenol (Preparation 49, 235 mg, 0.30 mmol) was dissolved in methanol (2.9 ml) and water (1.4 ml) and ammonium fluoride (112 mg, 3.0 mmol) was added. The reaction was heated to 40° C. and stirred overnight, cooled to room temperature and then saturated aqueous sodium hydrogen carbonate (20 ml) and ethyl acetate (20 ml) were added. T... Conditions: time 30 minute. Procedure details: To an N,N-dimethylformamide (15 ml) solution of 2-propanol (7.81 ml, 102 mmol) was added sodium hydride (4.08 g, 102 mmol) at room temperature, and the mixture was stirred for 30 minutes. To the mixture was added an N,N-dimethylformamide (15 ml) solution of 2-bromo-5-(chloromethyl)-1,3-dimethoxybenzene (2.70 g, 10.2 mmol) and the mixture was stirred for one hour. After the reaction was completed, water was added to the reaction mixture while cooling on ice, which was extracted with ethyl acetate... Solvent: O (water). The yield is 62.7%. Product: BrC1=C(C=C(C=C1OC)COC(C)C)OC (2-Bromo-5-(isopropoxymethyl)-1,3-dimethoxybenzene). RXN SMILES: CN(C)C=O.[CH3:6][CH:7]([OH:9])[CH3:8].[H-].[Na+].[Br:12][C:13]1[C:18]([O:19][CH3:20])=[CH:17][C:16]([CH2:21]Cl)=[CH:15][C:14]=1[O:23][CH3:24]>O>[Br:12][C:13]1[C:18]([O:19][CH3:20])=[CH:17][C:16]([CH2:21][O:9][CH:7]([CH3:8])[CH3:6])=[CH:15][C:14]=1[O:23][CH3:24] |f:2.3|. Starting materials: CN(C=O)C (N,N-dimethylformamide), CC(C)O (2-propanol), [H-].[Na+] (sodium hydride), CN(C=O)C (N,N-dimethylformamide), BrC1=C(C=C(C=C1OC)CCl)OC (2-bromo-5-(chloromethyl)-1,3-dimethoxybenzene).